This data is from the Open Reaction Database (ORD), a public repository of structured organic reaction records. The task is: describe an organic reaction: reactants, conditions, products, and yield Starting materials: CC(C)(C)OC(=O)N1CCN(c2ccccc2C2CCCCCCC2)CC1, O=C([O-])[O-], CCOC(C)=O, ClCCCl, [K+], [K+], O, O=C(O)C(F)(F)F. The product is c1ccc(N2CCNCC2)c(C2CCCCCCC2)c1. As a reaction SMILES: [C:1]([O:2][C:3](=[O:4])[N:8]1[CH2:9][CH2:10][N:11]([c:14]2[c:15]([CH:20]3[CH2:21][CH2:22][CH2:23][CH2:24][CH2:25][CH2:26][CH2:27]3)[cH:16][cH:17][cH:18][cH:19]2)[CH2:12][CH2:13]1)([CH3:5])([CH3:6])[CH3:7].[C:39](=[O:40])([O-:41])[O-:42].[CH3:45][CH2:46][O:47][C:48](=[O:49])[CH3:50].[Cl:28][CH2:29][CH2:30][Cl:31].[K+:43].[K+:44].[OH2:51].[OH:32][C:33]([C:34]([F:35])([F:36])[F:37])=[O:38]>>[NH:8]1[CH2:9][CH2:10][N:11]([c:14]2[c:15]([CH:20]3[CH2:21][CH2:22][CH2:23][CH2:24][CH2:25][CH2:26][CH2:27]3)[cH:16][cH:17][cH:18][cH:19]2)[CH2:12][CH2:13]1. Reactants: NC1CCN(CC1)CCN1C=2C=C(C=NC2C=CC1=O)C#N (5-[2-(4-amino-1-piperidinyl)ethyl]-6-oxo-5,6-dihydro-1,5-naphthyridine-3-carbonitrile), CO (MeOH), [BH-](OC(=O)C)(OC(=O)C)OC(=O)C.[Na+] (NaBH(OAc)3), O1CCOC=2C=NC(=CC21)C=O (2,3-dihydro[1,4]dioxino[2,3-c]pyridine-7-carboxaldehyde), 3A, C(Cl)(Cl)Cl (chloroform). Reaction conditions: time 18 hour. Yields the product Cl.Cl.O1CCOC=2C=NC(=CC21)CNC2CCN(CC2)CCN2C=1C=C(C=NC1C=CC2=O)C#N (5-(2-{4-[(2,3-dihydro[1,4]dioxino[2,3-c]pyridin-7-ylmethyl)amino]-1-piperidinyl}ethyl)-6-oxo-5,6-dihydro-1,5-naphthyridine-3-carbonitrile Dihydrochloride). Isolated yield 92.0%. Reaction SMILES: [NH2:1][CH:2]1[CH2:7][CH2:6][N:5]([CH2:8][CH2:9][N:10]2[C:19](=[O:20])[CH:18]=[CH:17][C:16]3[N:15]=[CH:14][C:13]([C:21]#[N:22])=[CH:12][C:11]2=3)[CH2:4][CH2:3]1.[O:23]1[C:32]2[CH:31]=[C:30]([CH:33]=O)[N:29]=[CH:28][C:27]=2[O:26][CH2:25][CH2:24]1.CO.[BH-](OC(C)=O)(OC(C)=O)OC(C)=O.[Na+].C(Cl)(Cl)[Cl:52]>>[ClH:52].[ClH:52].[O:23]1[C:32]2[CH:31]=[C:30]([CH2:33][NH:1][CH:2]3[CH2:3][CH2:4][N:5]([CH2:8][CH2:9][N:10]4[C:19](=[O:20])[CH:18]=[CH:17][C:16]5[N:15]=[CH:14][C:13]([C:21]#[N:22])=[CH:12][C:11]4=5)[CH2:6][CH2:7]3)[N:29]=[CH:28][C:27]=2[O:26][CH2:25][CH2:24]1 |f:3.4,6.7.8|. Reported procedure: A solution of 5-[2-(4-amino-1-piperidinyl)ethyl]-6-oxo-5,6-dihydro-1,5-naphthyridine-3-carbonitrile (44 mg, 0.148 mmol) and 2,3-dihydro[1,4]dioxino[2,3-c]pyridine-7-carboxaldehyde (for a synthesis see WO2004058144, Example 2(c) or WO03/087098, Example 19(d)) (24.5 mg, 0.148 mmol) and 3A molecular sieves in chloroform (1 ml) and MeOH (1 ml) was heated at 65° C. for 5 h, cooled and then NaBH(OAc)3 (63 mg, 0.30 mmol) was added. The reaction was stirred at rt for 18 h, filtered through Celite and ev... Reactants: CCCC(NC(c1ccc(Br)cc1)C(F)(F)F)C(=O)NC1(C#N)CC1, CCCC(NC(c1ccc(-c2ccc(S(C)(=O)=O)cc2)cc1)C(F)(F)F)C(=O)NC1(C#N)CC1, CC(=O)c1ccc(B(O)O)cc1, ClCCl. Product: CCCC(NC(c1ccc(-c2ccc(C(C)=O)cc2)cc1)C(F)(F)F)C(=O)NC1(C#N)CC1. Reaction SMILES: [Br:47][c:48]1[cH:49][cH:50][c:51]([CH:52]([NH:53][CH:54]([C:55]([NH:56][C:57]2([C:58]#[N:59])[CH2:60][CH2:61]2)=[O:62])[CH2:63][CH2:64][CH3:65])[C:66]([F:67])([F:68])[F:69])[cH:70][cH:71]1.[C:1](#[N:2])[C:3]1([NH:6][C:7]([CH:8]([NH:9][CH:10]([C:11]([F:12])([F:13])[F:14])[c:15]2[cH:16][cH:17][c:18](-[c:21]3[cH:22][cH:23][c:24]([S:27]([CH3:28])(=[O:29])=[O:30])[cH:25][cH:26]3)[cH:19][cH:20]2)[CH2:31][CH2:32][CH3:33])=[O:34])[CH2:4][CH2:5]1.[C:35]([CH3:36])(=[O:37])[c:38]1[cH:39][cH:40][c:41]([B:42]([OH:43])[OH:44])[cH:45][cH:46]1.[Cl:72][CH2:73][Cl:74]>>[C:1](#[N:2])[C:3]1([NH:6][C:7]([CH:8]([NH:9][CH:10]([C:11]([F:12])([F:13])[F:14])[c:15]2[cH:16][cH:17][c:18](-[c:21]3[cH:22][cH:23][c:24]([C:35]([CH3:36])=[O:37])[cH:25][cH:26]3)[cH:19][cH:20]2)[CH2:31][CH2:32][CH3:33])=[O:34])[CH2:4][CH2:5]1. Reactants: CCc1ccc(Cc2cc(Br)c(CBr)cc2Cl)cc1, CCCC[N+](CCCC)(CCCC)CCCC, Cc1ccccc1, [I-], [Na+], [OH-], O, C#CCCO. Yields the product C#CCCOCc1cc(Cl)c(Cc2ccc(CC)cc2)cc1Br. As a reaction SMILES: [Br:1][c:2]1[c:3]([CH2:18][Br:19])[cH:4][c:5]([Cl:17])[c:6]([CH2:8][c:9]2[cH:10][cH:11][c:12]([CH2:15][CH3:16])[cH:13][cH:14]2)[cH:7]1.[CH2:35]([N+:36]([CH2:37][CH2:38][CH2:39][CH3:40])([CH2:41][CH2:42][CH2:43][CH3:44])[CH2:45][CH2:46][CH2:47][CH3:48])[CH2:49][CH2:50][CH3:51].[CH3:27][c:28]1[cH:29][cH:30][cH:31][cH:32][cH:33]1.[I-:34].[Na+:21].[OH-:20].[OH2:52].[OH:22][CH2:23][CH2:24][C:25]#[CH:26]>>[Br:1][c:2]1[c:3]([CH2:18][O:22][CH2:23][CH2:24][C:25]#[CH:26])[cH:4][c:5]([Cl:17])[c:6]([CH2:8][c:9]2[cH:10][cH:11][c:12]([CH2:15][CH3:16])[cH:13][cH:14]2)[cH:7]1. Starting materials: C1(CCCCC1)C(C(=O)O)OC (cyclohexyl-methoxy-acetic acid), C(C1=CC=CC=C1)C1=NC2=C(N1C(C(=O)NC1CCCCC1)C1CCCCC1)C=C(C(=C2)F)Cl (2-(2-Benzyl-6-chloro-5-fluoro-benzoimidazol-1-yl)-2,N-dicyclohexyl-acetamide), ClC=1C=C(C=CC1)CC(=O)O ((3-chloro-phenyl)-acetic acid), C1(CCCC1)[N+]#[C-] (cyclopentyl isocyanide), C1(CCCCC1)C=O (cyclohexanecarbaldehyde), C1=CC2=C(C=C1C=O)OCO2 (piperonal), C1(CCCCC1)[N+]#[C-] (cyclohexyl isocyanide). The product is O1COC2=C1C=CC(=C2)C(C(=O)NC2CCCC2)N2C(=NC1=C2C=C(C(=C1)F)Cl)C(OC)C1CCCCC1 (2-Benzo[1,3]dioxol-5-yl-2-[6-chloro-2-(cyclohexyl-methoxy-methyl)-5-fluoro-benzoimidazol-1-yl]-N-cyclopentyl-acetamide). As a reaction SMILES: [CH2:1]([C:8]1[N:12]([CH:13]([CH:23]2[CH2:28][CH2:27][CH2:26][CH2:25][CH2:24]2)[C:14]([NH:16][CH:17]2[CH2:22]C[CH2:20][CH2:19][CH2:18]2)=[O:15])[C:11]2[CH:29]=[C:30]([Cl:34])[C:31]([F:33])=[CH:32][C:10]=2[N:9]=1)[C:2]1[CH:7]=[CH:6][CH:5]=[CH:4][CH:3]=1.C1([CH:41]=[O:42])CCCCC1.C1C(C=O)=CC2[O:51][CH2:52][O:53]C=2C=1.ClC1C=C(CC(O)=O)C=CC=1.C1(C(OC)C(O)=O)CCCCC1.C1([N+]#[C-])CCCCC1.C1([N+]#[C-])CCCC1>>[O:51]1[C:26]2[CH:27]=[CH:28][C:23]([CH:13]([N:12]3[C:11]4[CH:29]=[C:30]([Cl:34])[C:31]([F:33])=[CH:32][C:10]=4[N:9]=[C:8]3[CH:1]([CH:2]3[CH2:3][CH2:4][CH2:5][CH2:6][CH2:7]3)[O:42][CH3:41])[C:14]([NH:16][CH:17]3[CH2:22][CH2:20][CH2:19][CH2:18]3)=[O:15])=[CH:24][C:25]=2[O:53][CH2:52]1. Procedure: The title compound was prepared in analogy to Example 1, replacing (2-amino-4,5-difluoro-phenyl)-carbamic acid tert-butyl ester with (2-amino-4-chloro-5-fluoro-phenyl)-carbamic acid tert-butyl ester (([CAS RN 579474-50-3]), Example 47), cyclohexanecarbaldehyde with piperonal ([CAS RN 120-57-0]), (3-chloro-phenyl)-acetic acid with DL-cyclohexyl-methoxy-acetic acid ([CAS RN 15540-18-8]) and cyclohexyl isocyanide with cyclopentyl isocyanide ([CAS RN 68498-54-4]). MS (ISP): 542.3 [M+H]+. The reactants are ice water, C1(CCCCC1)O (cyclohexanol), [H-].[Na+] (sodium hydride), ClC1=C(C(=NN1C)C)C=O (5-chloro-1,3-dimethyl-4-formylpyrazole). Solvent: CN(C=O)C (N,N-dimethylformamide), CN(C=O)C (N,N-dimethylformamide). Reaction conditions: temperature 0 celsius, time 1 hour. The product is CN1N=C(C(=C1OC1CCCCC1)C=O)C (1,3-dimethyl-5-cyclohexyloxy-4-formylpyrazole). Yield: 4.3%. RXN SMILES: [CH:1]1([OH:7])[CH2:6][CH2:5][CH2:4][CH2:3][CH2:2]1.[H-].[Na+].Cl[C:11]1[N:15]([CH3:16])[N:14]=[C:13]([CH3:17])[C:12]=1[CH:18]=[O:19]>CN(C)C=O>[CH3:16][N:15]1[C:11]([O:7][CH:1]2[CH2:6][CH2:5][CH2:4][CH2:3][CH2:2]2)=[C:12]([CH:18]=[O:19])[C:13]([CH3:17])=[N:14]1 |f:1.2|. Procedure: Under a nitrogen gas atmosphere, 3.48 g (0.0347 mole) of cyclohexanol was added at 0° C. to 50 ml of an N,N-dimethylformamide solution containing 1.45 g (0.03625 mole) of suspended sodium hydride. The resulting mixture was stirred at 0° C. for 1 hour. Thereafter, a solution of 5 g (0.0315 mole) of 5-chloro-1,3-dimethyl-4-formylpyrazole in 20 ml of N,N-dimethylformamide was added dropwise at 20° C. over 1 hour. The reaction mixture was stirred at 20° C. for 5 hours and then poured into 300 ml of ... Procedure: starting from 3,5-di(o-trifluoromethyl-phenyl)-1H-1,2,4-triazole and methyl iodide there is obtained 1-methyl-3,5-di(o-trifluoromethyl-phenyl)-1H-1,2,4-triazole, m.p. 108°-111° C.; The reactants are FC(C1=C(C=CC=C1)C1=NNC(=N1)C1=C(C=CC=C1)C(F)(F)F)(F)F (3,5-di(o-trifluoromethyl-phenyl)-1H-1,2,4-triazole), CI (methyl iodide). As a reaction SMILES: [F:1][C:2]([F:25])([F:24])[C:3]1[CH:8]=[CH:7][CH:6]=[CH:5][C:4]=1[C:9]1[N:13]=[C:12]([C:14]2[CH:19]=[CH:18][CH:17]=[CH:16][C:15]=2[C:20]([F:23])([F:22])[F:21])[NH:11][N:10]=1.[CH3:26]I>>[CH3:26][N:10]1[C:9]([C:4]2[CH:5]=[CH:6][CH:7]=[CH:8][C:3]=2[C:2]([F:1])([F:24])[F:25])=[N:13][C:12]([C:14]2[CH:19]=[CH:18][CH:17]=[CH:16][C:15]=2[C:20]([F:21])([F:22])[F:23])=[N:11]1. Product: CN1N=C(N=C1C1=C(C=CC=C1)C(F)(F)F)C1=C(C=CC=C1)C(F)(F)F (1-methyl-3,5-di(o-trifluoromethyl-phenyl)-1H-1,2,4-triazole).